From a dataset of the Open Reaction Database (ORD), a public repository of structured organic reaction records. describe an organic reaction: reactants, conditions, products, and yield Product: NC1=CC(=CN(C1=O)C)C=1C(=C(C=CC1)NC(=O)C1=CC2=C(S1)CCCC2)C (N-(3-(5-Amino-1-methyl-6-oxo-1,6-dihydropyridin-3-yl)-2-methylphenyl)-4,5,6,7-tetrahydrobenzo[b]thiophene-2-carboxamide). The yield is 28.0%. Reported procedure: Using the same general procedure as described for the preparation of 10, 42 (3.67 g) gave a 28% yield (2.10 g) of 43 as a yellow solid: mp 210-211° C.; 1H NMR (500 MHz, DMSO-d6) δ 9.78 (bs, 1H), 7.65 (s, 1H), 7.25 (dd, 1H, J=1.5, 8.0 Hz), 7.21 (t, 1H, J=7.5 Hz), 7.09 (dd, 1H, J=1.0, 7.0 Hz), 6.89 (d, 1H, J=2.0 Hz), 6.43 (d, 1H, J=2.5 Hz), 5.19 (bs, 2H), 3.49 (s, 3H), 2.75 (m, 2H), 2.62 (m, 2H), 2.12 (s, 3H), 1.77 (m, 4H); MS (ESI+) m/z 394 (M+H). The reactants are CN1C(C(=NC(=C1)C1=C(C(=CC=C1)NC(=O)C1=CC2=C(S1)CCCC2)C)[O-])=O.[Na+] (Sodium 4-methyl-6-(2-methyl-3-(4,5,6,7-tetrahydrobenzo[b]thiophene-2-carboxamido)phenyl)-3-oxo-3,4-dihydropyrazin-2-olate), NC=1C(N(C=C(C1)Br)C)=O (3-Amino-5-bromo-1-methylpyridin-2-one). Reaction SMILES: [CH3:1][N:2]1[CH:7]=[C:6]([C:8]2[CH:13]=[CH:12][CH:11]=[C:10]([NH:14][C:15]([C:17]3[S:21][C:20]4[CH2:22][CH2:23][CH2:24][CH2:25][C:19]=4[CH:18]=3)=[O:16])[C:9]=2[CH3:26])[N:5]=[C:4]([O-])[C:3]1=[O:28].[Na+].N[C:31]1C(=O)N(C)C=C(Br)C=1>>[NH2:5][C:4]1[C:3](=[O:28])[N:2]([CH3:1])[CH:7]=[C:6]([C:8]2[C:9]([CH3:26])=[C:10]([NH:14][C:15]([C:17]3[S:21][C:20]4[CH2:22][CH2:23][CH2:24][CH2:25][C:19]=4[CH:18]=3)=[O:16])[CH:11]=[CH:12][CH:13]=2)[CH:31]=1 |f:0.1|. Starting materials: Cl (hydrochloric acid), O.Cl.C(C1=CC=CC=C1)N1C(COC(C1)(CCN1CCC(CC1)(C1=CC=CC=C1)O)C1=CC(=C(C=C1)Cl)Cl)=O.C(C1=CC=CC=C1)N1C(COC(C1)(C1=CC(=C(C=C1)Cl)Cl)CCN1CCC(CC1)(O)C1=CC=CC=C1)=O.Cl (4-Benzyl-6-(3,4-dichlorophenyl)-6-[2-(4-hydroxy-4-phenylpiperid-1-yl)ethyl]morpholin-3-one hydrochloride hemihydrate), C1(=CC=C(C=C1)S(=O)(=O)O)C.C(C)(=O)N(C)C1(CCNCC1)C1=CC=CC=C1 (4-(acetyl-N-methylamino)-4-phenylpiperidine p-toluenesulfonate), C(=O)([O-])[O-].[K+].[K+] (K2CO3). Run in O (water), CCOCC (ether), CN(C)C=O (DMF), C(Cl)Cl (DCM). Run at temperature 90 celsius. Product: O.Cl.C(C)(=O)N(C)C1(CCN(CC1)CCC1(OCC(N(C1)CC1=CC=CC=C1)=O)C1=CC(=C(C=C1)Cl)Cl)C1=CC=CC=C1 (6-[2-[4-(Acetyl-N-methylamino)-4-phenylpiperid-1-yl]ethyl]-4-benzyl-6-(3,4-dichlorophenyl)morpholin-3-one hydrochloride monohydrate). Isolated yield 101.6%. Reaction SMILES: O.Cl.C(N1CC(C2C=CC([Cl:37])=C(Cl)C=2)(CCN2CCC(O)(C3C=CC=CC=3)CC2)[O:13]CC1=O)C1C=CC=CC=1.[CH2:40]([N:47]1[CH2:52][C:51]([CH2:61][CH2:62]N2CCC(C3C=CC=CC=3)(O)CC2)([C:53]2[CH:58]=[CH:57][C:56]([Cl:59])=[C:55]([Cl:60])[CH:54]=2)[O:50][CH2:49][C:48]1=[O:76])[C:41]1[CH:46]=[CH:45][CH:44]=[CH:43][CH:42]=1.Cl.C1(C)C=CC(S(O)(=O)=O)=CC=1.[C:89]([N:92]([C:94]1([C:100]2[CH:105]=[CH:104][CH:103]=[CH:102][CH:101]=2)[CH2:99][CH2:98][NH:97][CH2:96][CH2:95]1)[CH3:93])(=[O:91])[CH3:90].C([O-])([O-])=O.[K+].[K+].Cl>CN(C=O)C.C(Cl)Cl.CCOCC.O>[OH2:13].[ClH:37].[C:89]([N:92]([C:94]1([C:100]2[CH:101]=[CH:102][CH:103]=[CH:104][CH:105]=2)[CH2:95][CH2:96][N:97]([CH2:62][CH2:61][C:51]2([C:53]3[CH:58]=[CH:57][C:56]([Cl:59])=[C:55]([Cl:60])[CH:54]=3)[CH2:52][N:47]([CH2:40][C:41]3[CH:42]=[CH:43][CH:44]=[CH:45][CH:46]=3)[C:48](=[O:76])[CH2:49][O:50]2)[CH2:98][CH2:99]1)[CH3:93])(=[O:91])[CH3:90] |f:0.1.2.3.4,5.6,7.8.9,15.16.17|. Procedure details: A mixture of 1.1 g of the compound obtained in step B of EXAMPLE 14, 1.85 g of 4-(acetyl-N-methylamino)-4-phenylpiperidine p-toluenesulfonate and 1.3 g of K2CO3 in 3 ml of DMF is heated at 80-100° C. for 2 hours. After cooling to RT, the reaction mixture is poured into water and extracted with ether, the organic phase is washed with water and dried over MgSO4 and the solvent is evaporated off under vacuum. The residue is chromatographed on silica H using a DCM/HeOH mixture (from 100/1; v/v to 10...